Dataset: the Open Reaction Database (ORD), a public repository of structured organic reaction records. Task: describe an organic reaction: reactants, conditions, products, and yield The reactants are BrC(C(C(=O)OCC)=O)CCCCl (ethyl 3-bromo-6-chloro-2-oxohexanoate), Cl.Cl.S1C(=NC2=C1C=CC=C2)NC(=O)C=2C=CC=C1CCNCC21 (N-(benzo[d]thiazol-2-yl)-1,2,3,4-tetrahydroisoquinoline-8-carboxamide dihydrochloride), TEA, N (Ammonia), CO (MeOH), N1(C=NC=C1)C(=S)N1C=NC=C1 (Di(1H-imidazol-1-yl)methanethione), BrC(C(C(=O)OCC)=O)CCCCl (ethyl 3-bromo-6-chloro-2-oxohexanoate). Solvent: CCO (EtOH), CN(C)C=O (DMF), CCO (EtOH). Reaction conditions: time 15 minute. The product is S1C(=NC2=C1C=CC=C2)NC(=O)C=2C=CC=C1CCN(CC21)C=2SC(=C(N2)C(=O)OCC)CCCCl (ethyl 2-(8-(benzo[d]thiazol-2-ylcarbamoyl)-3,4-dihydroisoquinolin-2(1H)-yl)-5-(3-chloropropyl)thiazole-4-carboxylate). Reaction SMILES: Cl.Cl.[S:3]1[C:7]2[CH:8]=[CH:9][CH:10]=[CH:11][C:6]=2[N:5]=[C:4]1[NH:12][C:13]([C:15]1[CH:16]=[CH:17][CH:18]=[C:19]2[C:24]=1[CH2:23][NH:22][CH2:21][CH2:20]2)=[O:14].[N:25]1([C:30](N2C=CN=C2)=[S:31])C=CN=C1.N.CO.Br[CH:41]([CH2:49][CH2:50][CH2:51][Cl:52])[C:42](=O)[C:43]([O:45][CH2:46][CH3:47])=[O:44]>CN(C=O)C.CCO>[S:3]1[C:7]2[CH:8]=[CH:9][CH:10]=[CH:11][C:6]=2[N:5]=[C:4]1[NH:12][C:13]([C:15]1[CH:16]=[CH:17][CH:18]=[C:19]2[C:24]=1[CH2:23][N:22]([C:30]1[S:31][C:41]([CH2:49][CH2:50][CH2:51][Cl:52])=[C:42]([C:43]([O:45][CH2:46][CH3:47])=[O:44])[N:25]=1)[CH2:21][CH2:20]2)=[O:14] |f:0.1.2|. Procedure: To N-(benzo[d]thiazol-2-yl)-1,2,3,4-tetrahydroisoquinoline-8-carboxamide dihydrochloride (1B) (11.5 g, 30 mmol) in DMF (125 mL) was added TEA (16.7 mL, 120 mmol) and stirred at rt for 15 minutes. Di(1H-imidazol-1-yl)methanethione (6.53 g, 33 mmol) was added and the reaction mixture was stirred at rt for 1 hour. 7N Ammonia in MeOH (171 mL, 1.2 mol) was added and the mixture was stirred at rt overnight. The reaction mixture was concentrated to remove ammonia, TEA, and MeOH. To the concentrate was ... RXN SMILES: [F:1][C:2]1[CH:3]=[N:4][CH:5]=[CH:6][CH:7]=1.[Li+].CC([N-]C(C)C)C.FC1C=NC=CC=1[Li].[C:24]([N:28]=[C:29]=[O:30])([CH3:27])([CH3:26])[CH3:25]>>[C:24]([NH:28][C:29]([C:7]1[CH:6]=[CH:5][N:4]=[CH:3][C:2]=1[F:1])=[O:30])([CH3:27])([CH3:26])[CH3:25] |f:1.2|. Yields the product C(C)(C)(C)NC(=O)C1=C(C=NC=C1)F (3-fluoro-4-pyridinecarboxylic acid t-butyl amide). Procedure details: Following the procedure of Gribble and Saulnier, Tetrahedron Lett., 21:4137-4140 (1980)) reacting 3-fluoropyridine (Aldrich) with LDA and reacting the 3-fluoro-4-lithiopyridine intermediate with t-butyl isocyanate, the title compound was prepared. Starting materials: FC=1C=NC=CC1 (3-fluoropyridine), C(C)(C)(C)N=C=O (t-butyl isocyanate), [Li+].CC(C)[N-]C(C)C (LDA), FC=1C=NC=CC1[Li] (3-fluoro-4-lithiopyridine). Starting materials: CC(C)CC(NC(=O)C(C)NC(=O)OC(C)(C)C)B1OC2CC3CC(C3(C)C)C2(C)O1, COc1ccc(CC(Nc2cccc(-c3ccccc3)c2)C(=O)O)c(OC)c1OC. Product: COc1ccc(CC(Nc2cccc(-c3ccccc3)c2)C(=O)NC(C)C(=O)NC(CC(C)C)B2OC3CC4CC(C4(C)C)C3(C)O2)c(OC)c1OC. RXN SMILES: [C:1]([O:2][C:6]([NH:7][CH:8]([CH3:9])[C:10]([NH:11][CH:12]([CH2:13][CH:14]([CH3:15])[CH3:16])[B:17]1[O:18][C:19]2([CH3:29])[CH:20]3[C:21]([CH3:27])([CH3:28])[CH:22]([CH2:23][CH:24]2[O:25]1)[CH2:26]3)=[O:30])=[O:31])([CH3:3])([CH3:4])[CH3:5].[c:32]1(-[c:56]2[cH:57][cH:58][cH:59][cH:60][cH:61]2)[cH:33][c:34]([NH:38][CH:39]([C:40]([OH:41])=[O:42])[CH2:43][c:44]2[c:45]([O:54][CH3:55])[c:46]([O:52][CH3:53])[c:47]([O:50][CH3:51])[cH:48][cH:49]2)[cH:35][cH:36][cH:37]1>>[C:6]([NH:7][CH:8]([CH3:9])[C:10]([NH:11][CH:12]([CH2:13][CH:14]([CH3:15])[CH3:16])[B:17]1[O:18][C:19]2([CH3:29])[CH:20]3[C:21]([CH3:27])([CH3:28])[CH:22]([CH2:23][CH:24]2[O:25]1)[CH2:26]3)=[O:30])(=[O:31])[CH:39]([NH:38][c:34]1[cH:33][c:32](-[c:56]2[cH:57][cH:58][cH:59][cH:60][cH:61]2)[cH:37][cH:36][cH:35]1)[CH2:43][c:44]1[c:45]([O:54][CH3:55])[c:46]([O:52][CH3:53])[c:47]([O:50][CH3:51])[cH:48][cH:49]1. Reactants: C(C)(C)N1CCC(CC1)OC1=CC=2C=C3N(C2C=C1)CCNC3=O (8-(1-Isopropyl-piperidin-4-yloxy)-3,4-dihydro-2H-pyrazino[1,2-a]indol-1-one), [H-].[Na+] (sodium hydride), ClCC(=O)N1CCOCC1 (4-(2-chloroacetyl)morpholine). Yields the product C(C)(C)N1CCC(CC1)OC1=CC=2C=C3N(C2C=C1)CCN(C3=O)CC(=O)N3CCOCC3 (8-(1-Isopropyl-piperidin-4-yloxy)-2-(2-morpholin-4-yl-2-oxo-ethyl)-3,4-dihydro-2H-pyrazino[1,2-a]indol-1-one). Isolated yield 10.0%. Reaction SMILES: [CH:1]([N:4]1[CH2:9][CH2:8][CH:7]([O:10][C:11]2[CH:19]=[CH:18][C:17]3[N:16]4[CH2:20][CH2:21][NH:22][C:23](=[O:24])[C:15]4=[CH:14][C:13]=3[CH:12]=2)[CH2:6][CH2:5]1)([CH3:3])[CH3:2].[H-].[Na+].Cl[CH2:28][C:29]([N:31]1[CH2:36][CH2:35][O:34][CH2:33][CH2:32]1)=[O:30]>>[CH:1]([N:4]1[CH2:9][CH2:8][CH:7]([O:10][C:11]2[CH:19]=[CH:18][C:17]3[N:16]4[CH2:20][CH2:21][N:22]([CH2:28][C:29]([N:31]5[CH2:36][CH2:35][O:34][CH2:33][CH2:32]5)=[O:30])[C:23](=[O:24])[C:15]4=[CH:14][C:13]=3[CH:12]=2)[CH2:6][CH2:5]1)([CH3:3])[CH3:2] |f:1.2|. Procedure details: The title compound was synthesized in analogy to example 17, from 8-(1-isopropyl-piperidin-4-yloxy)-3,4-dihydro-2H-pyrazino[1,2-a]indol-1-one (example 1), sodium hydride and 4-(2-chloroacetyl)morpholine, to give the desired product as a white foam (10%). Starting materials: NCC1N(CCC2=CC=CC=C12)CCCC(=O)OCC (1-aminomethyl-2-(3-carbethoxypropyl)-1,2,3,4-tetrahydroisoquinoline), C(CCC)O[K] (C4H9OK), C(C1=CC=CC=C1)(=O)NCC1N(CCC2=CC=CC=C12)CCCl (1-benzamidomethyl-2-(2-chloroethyl)-1,2,3,4-tetrahydroisoquinoline), C(CC(=O)OCC)(=O)OCC (diethyl malonate). Run in C(C)(C)(C)O (tert.-butanol). Product: NCC1N(CCC2=CC=CC=C12)CC1=CC=CC=C1 (1-aminomethyl-2-benzyl-1,2,3,4-tetrahydroisoquinoline). As a reaction SMILES: NCC1C2C(=CC=CC=2)CCN1CCCC(OCC)=O.[C:21]([NH:29][CH2:30][CH:31]1[C:40]2[C:35](=[CH:36][CH:37]=[CH:38][CH:39]=2)[CH2:34][CH2:33][N:32]1CCCl)(=O)[C:22]1[CH:27]=[CH:26][CH:25]=[CH:24][CH:23]=1.C(OCC)(=O)CC(OCC)=O.C(O[K])CCC>C(O)(C)(C)C>[NH2:32][CH2:33][CH:34]1[C:35]2[C:40](=[CH:39][CH:38]=[CH:37][CH:36]=2)[CH2:31][CH2:30][N:29]1[CH2:21][C:22]1[CH:27]=[CH:26][CH:25]=[CH:24][CH:23]=1. Procedure: 1-aminomethyl-2-(3-carbethoxypropyl)-1,2,3,4-tetrahydroisoquinoline [obtainable by reacting 1-benzamidomethyl-2-(2-chloroethyl)-1,2,3,4-tetrahydroisoquinoline with diethyl malonate in the presence of tert.--C4H9OK in tert.-butanol, saponifying, decarboxylation, and esterification] Reactants: ClC1=NC2=CC=CC=C2C(=N1)Cl (2,4-dichloro-quinazoline), COC1=C(CNC)C=CC=C1 ((2-methoxy-benzyl)-methyl-amine), C(=O)(O)[O-].[Na+] (NaHCO3). The reagents and catalysts are Cl (HCl). The solvent is CC(C)O (i-PrOH). Product: ClC1=NC2=CC=CC=C2C(=N1)N(C)CC1=C(C=CC=C1)OC ((2-Chloro-quinazolin-4-yl)-(2-methoxy-benzyl)-methyl-amine). The yield is 39.2%. As a reaction SMILES: [Cl:1][C:2]1[N:11]=[C:10](Cl)[C:9]2[C:4](=[CH:5][CH:6]=[CH:7][CH:8]=2)[N:3]=1.[CH3:13][O:14][C:15]1[CH:23]=[CH:22][CH:21]=[CH:20][C:16]=1[CH2:17][NH:18][CH3:19].C([O-])(O)=O.[Na+]>Cl.CC(O)C>[Cl:1][C:2]1[N:11]=[C:10]([N:18]([CH2:17][C:16]2[CH:20]=[CH:21][CH:22]=[CH:23][C:15]=2[O:14][CH3:13])[CH3:19])[C:9]2[C:4](=[CH:5][CH:6]=[CH:7][CH:8]=2)[N:3]=1 |f:2.3|. Procedure: A mixture of 2,4-dichloro-quinazoline (88 wt %, 525 mg, 2.3 mmol), (2-methoxy-benzyl)-methyl-amine (300 μL, 2.01 mmol) and 1 drop of concd HCl in i-PrOH (8 mL) was reacted for 5 days then concd in vacuo. Satd NaHCO3 (5 mL) was added then the product extracted into CHCl3 (2×4 mL). The organic portion was washed with water (1×3 mL) then dried (MgSO4), filtered through a plug of silica with an EtOAc wash then purified by MPLC (SiO2/0-20% i-PrOH in CHCl3) yielding the title compound as a white solid... RXN SMILES: [CH2:16]([CH3:17])[O:18][C:19](=[O:20])[c:21]1[n:22][c:23]([Br:26])[s:24][cH:25]1.[CH3:9][c:10]1[cH:11][cH:12][cH:13][cH:14][cH:15]1.[Cl-:28].[Na+:27].[OH2:29].[OH:1][c:2]1[cH:3][cH:4][cH:5][c:6]([Cl:7])[cH:8]1>>[O:1]([c:2]1[cH:3][cH:4][cH:5][c:6]([Cl:7])[cH:8]1)[c:23]1[n:22][c:21]([C:19]([O:18][CH2:16][CH3:17])=[O:20])[cH:25][s:24]1. The reactants are CCOC(=O)c1csc(Br)n1, Cc1ccccc1, [Cl-], [Na+], O, Oc1cccc(Cl)c1. The product is CCOC(=O)c1csc(Oc2cccc(Cl)c2)n1.